This data is from the Open Reaction Database (ORD), a public repository of structured organic reaction records. The task is: describe an organic reaction: reactants, conditions, products, and yield Starting materials: CS(=O)(=O)c1cc(F)c2c(c1)OC(CBr)OC2, CCNCC, CCO. The product is CCN(CC)CC1OCc2c(F)cc(S(C)(=O)=O)cc2O1. Reaction SMILES: [Br:1][CH2:2][CH:3]1[O:4][CH2:5][c:6]2[c:7]([cH:9][c:10]([S:14](=[O:15])(=[O:16])[CH3:17])[cH:11][c:12]2[F:13])[O:8]1.[CH2:18]([CH3:19])[NH:20][CH2:21][CH3:22].[CH3:23][CH2:24][OH:25]>>[CH2:2]([CH:3]1[O:4][CH2:5][c:6]2[c:7]([cH:9][c:10]([S:14](=[O:15])(=[O:16])[CH3:17])[cH:11][c:12]2[F:13])[O:8]1)[N:20]([CH2:18][CH3:19])[CH2:21][CH3:22]. The product is N1=C(C=NC=C1)C=1N=C(C2=C(N1)SC(=C2)C)NCCC2=CC1=C(C=C2)OCCO1 (2-(pyrazin-2-yl)-4-(3,4-ethylenedioxyphenethylamino)-6-methyl-thieno-[2,3-d]-pyrimidine). RXN SMILES: [CH2:1]1[CH2:13][O:12][C:11]2[CH:10]=[CH:9][C:5]([CH2:6][CH2:7][NH2:8])=[CH:4][C:3]=2[O:2]1.Cl[C:15]1[C:16]2[CH:29]=[C:28]([CH3:30])[S:27][C:17]=2[N:18]=[C:19]([C:21]2[CH:26]=[N:25][CH:24]=[CH:23][N:22]=2)[N:20]=1>>[N:22]1[CH:23]=[CH:24][N:25]=[CH:26][C:21]=1[C:19]1[N:20]=[C:15]([NH:8][CH2:7][CH2:6][C:5]2[CH:9]=[CH:10][C:11]3[O:12][CH2:13][CH2:1][O:2][C:3]=3[CH:4]=2)[C:16]2[CH:29]=[C:28]([CH3:30])[S:27][C:17]=2[N:18]=1. Starting materials: C1OC=2C=C(CCN)C=CC2OC1 (3,4-ethylenedioxyphenethylamine), ClC=1C2=C(N=C(N1)C1=NC=CN=C1)SC(=C2)C (4-chloro-2-(pyrazin-2-yl)-6-methyl-thieno-[2,3-d]-pyrimidine). Procedure details: With the procedure of Example 1, the reaction of 3,4-ethylenedioxyphenethylamine with 4-chloro-2-(pyrazin-2-yl)-6-methyl-thieno-[2,3-d]-pyrimidine yields 2-(pyrazin-2-yl)-4-(3,4-ethylenedioxyphenethylamino)-6-methyl-thieno-[2,3-d]-pyrimidine. Yields the product O=C(O)c1ccc(Nc2ccccc2)cn1. As a reaction SMILES: [CH3:19][CH2:20][OH:21].[Na+:17].[OH-:16].[OH2:18].[c:1]1([NH:7][c:8]2[cH:9][cH:10][c:11]([C:14]#[N:15])[n:12][cH:13]2)[cH:2][cH:3][cH:4][cH:5][cH:6]1>>[c:1]1([NH:7][c:8]2[cH:9][cH:10][c:11]([C:14](=[O:16])[OH:18])[n:12][cH:13]2)[cH:2][cH:3][cH:4][cH:5][cH:6]1. Reactants: CCO, [Na+], [OH-], O, N#Cc1ccc(Nc2ccccc2)cn1. Reactants: C1CCOC1, C[Si](C)(C)[N-][Si](C)(C)C, CC(C)OC(=O)Cl, Nc1cc(F)cc(F)c1, [Li+]. The product is CC(C)OC(=O)Nc1cc(F)cc(F)c1. Reaction SMILES: [CH2:27]1[O:28][CH2:29][CH2:30][CH2:31]1.[CH3:1][Si:2]([N-:3][Si:4]([CH3:5])([CH3:6])[CH3:7])([CH3:8])[CH3:9].[Cl:20][C:21](=[O:22])[O:23][CH:24]([CH3:25])[CH3:26].[F:11][c:12]1[cH:13][c:14]([NH2:15])[cH:16][c:17]([F:19])[cH:18]1.[Li+:10]>>[F:11][c:12]1[cH:13][c:14]([NH:15][C:21](=[O:22])[O:23][CH:24]([CH3:25])[CH3:26])[cH:16][c:17]([F:19])[cH:18]1. Reactants: CCOC(C)=O, CO, COC(=O)c1ccc2c(c1)CC(C)(C)C(c1cccc(N)c1)N2, [Na+], [OH-], O. The product is CC1(C)Cc2cc(C(=O)O)ccc2NC1c1cccc(N)c1. Reaction SMILES: [CH3:26][CH2:27][O:28][C:29](=[O:30])[CH3:31].[CH3:33][OH:34].[NH2:1][c:2]1[cH:3][c:4]([CH:8]2[NH:9][c:10]3[cH:11][cH:12][c:13]([C:20](=[O:21])[O:22][CH3:23])[cH:14][c:15]3[CH2:16][C:17]2([CH3:18])[CH3:19])[cH:5][cH:6][cH:7]1.[Na+:25].[OH-:24].[OH2:32]>>[NH2:1][c:2]1[cH:3][c:4]([CH:8]2[NH:9][c:10]3[cH:11][cH:12][c:13]([C:20](=[O:21])[OH:22])[cH:14][c:15]3[CH2:16][C:17]2([CH3:18])[CH3:19])[cH:5][cH:6][cH:7]1. Starting materials: OC=1C=C(/C=C/C2=NC=3N(C(N(C(C3N2C)=O)CCC)=O)CCC)C=CC1O ((E)-8-(3,4-Dihydroxystyryl)-7-methyl-1,3-dipropylxanthine), O (Water), C(C)I (ethyl iodide), C([O-])([O-])=O.[K+].[K+] (potassium carbonate), C([O-])([O-])=O.[K+].[K+] (potassium carbonate), CN(C=O)C (dimethylformamide). Reaction conditions: time 8 hour. Product: C(C)OC=1C=C(/C=C/C2=NC=3N(C(N(C(C3N2C)=O)CCC)=O)CCC)C=CC1OCC ((E)-8-(3,4-Diethoxystyryl)-7-methyl-1,3-dipropylxanthine). Isolated yield 53.0%. Reaction SMILES: [OH:1][C:2]1[CH:3]=[C:4]([CH:25]=[CH:26][C:27]=1O)/[CH:5]=[CH:6]/[C:7]1[N:15]([CH3:16])[C:14]2[C:13](=[O:17])[N:12]([CH2:18][CH2:19][CH3:20])[C:11](=[O:21])[N:10]([CH2:22][CH2:23][CH3:24])[C:9]=2[N:8]=1.[CH2:29](I)[CH3:30].[C:32](=[O:35])([O-])[O-].[K+].[K+].O.[CH3:39]N(C)C=O>>[CH2:29]([O:1][C:2]1[CH:3]=[C:4]([CH:25]=[CH:26][C:27]=1[O:35][CH2:32][CH3:39])/[CH:5]=[CH:6]/[C:7]1[N:15]([CH3:16])[C:14]2[C:13](=[O:17])[N:12]([CH2:18][CH2:19][CH3:20])[C:11](=[O:21])[N:10]([CH2:22][CH2:23][CH3:24])[C:9]=2[N:8]=1)[CH3:30] |f:2.3.4|. Reported procedure: Compound 53 (390 mg, 1.01 mmol) obtained in Reference Example 46 was dissolved in 10 ml of dimethylformamide. To the solution were added 0.20 ml (2.50 mmol) of ethyl iodide and 420 mg (3.04 mmol) of potassium carbonate, and the mixture was stirred overnight at room temperature. Water was added thereto to dissolve potassium carbonate and deposited crystals were collected by filtration. The collected crude crystals were recrystallized from hexane/ethyl acetate to give 237 mg (yield 53%) of Compoun... Starting materials: C(C(=O)O)(=O)O.CN(C[C@@H]([C@@H](CC)C=1C=C(C=CC1)OS(=O)(=O)C1=CC=C(C=C1)C)C)C ([1R,2R]toluene-4-sulfonic acid 3-(3-dimethylamino-1-ethyl-2-methyl-propyl)-phenyl ester oxalate salt). Solvent: ClCCl (dichloromethane), Cl (hydrochloric acid). Conditions: time 30 minute. The product is CN(C[C@@H]([C@@H](CC)C=1C=C(C=CC1)OS(=O)(=O)C1=CC=C(C=C1)C)C)C ([1R,2R]toluene-4-sulfonic Acid 3-(3-dimethylamino-1-ethyl-2-methyl-propyl)-phenyl Ester). Yield: 80.0%. Reaction SMILES: C(O)(=O)C(O)=O.[CH3:7][N:8]([CH3:32])[CH2:9][C@H:10]([CH3:31])[C@H:11]([C:14]1[CH:15]=[C:16]([O:20][S:21]([C:24]2[CH:29]=[CH:28][C:27]([CH3:30])=[CH:26][CH:25]=2)(=[O:23])=[O:22])[CH:17]=[CH:18][CH:19]=1)[CH2:12][CH3:13]>ClCCl.Cl>[CH3:32][N:8]([CH3:7])[CH2:9][C@H:10]([CH3:31])[C@H:11]([C:14]1[CH:15]=[C:16]([O:20][S:21]([C:24]2[CH:25]=[CH:26][C:27]([CH3:30])=[CH:28][CH:29]=2)(=[O:22])=[O:23])[CH:17]=[CH:18][CH:19]=1)[CH2:12][CH3:13] |f:0.1|. Procedure details: To a suspension of [1R,2R]toluene-4-sulfonic acid 3-(3-dimethylamino-1-ethyl-2-methyl-propyl)-phenyl ester oxalate salt (2 g) in dichloromethane (10 ml), 2N hydrochloric acid (2.7 ml) was added and stirred for 30 minutes. Layers were separated and organic layer was washed with water. Solvent was distilled off from the organic layer to give 1.29 g of the title compound having purity 98.2% by HPLC.